describe an organic reaction: reactants, conditions, products, and yield From a dataset of the Open Reaction Database (ORD), a public repository of structured organic reaction records. The reactants are CN1C=CC2=CC=CC(=C12)C(=O)O (1-methyl-7-indolecarboxylic acid), S(=O)(Cl)Cl (thionyl chloride), CO (methanol). The product is CN1C=CC2=CC=CC(=C12)C(=O)OC (methyl 1-methyl-7-indolecarboxylate). Isolated yield 59.0%. RXN SMILES: [CH3:1][N:2]1[C:10]2[C:5](=[CH:6][CH:7]=[CH:8][C:9]=2[C:11]([OH:13])=[O:12])[CH:4]=[CH:3]1.S(Cl)(Cl)=O.[CH3:18]O>>[CH3:1][N:2]1[C:10]2[C:5](=[CH:6][CH:7]=[CH:8][C:9]=2[C:11]([O:13][CH3:18])=[O:12])[CH:4]=[CH:3]1. Procedure: To 70 ml of a methanol solution of 1.82 g (10.4 mmol) of 1-methyl-7-indolecarboxylic acid was added dropwise 3.09 g (26.0 mmol) of thionyl chloride at 0° C. The reaction mixture was refluxed for 2 hours and the solvent was then distilled off under reduced pressure. Ice water was poured onto the resulting residue and ammonium hydroxide was added to render the mixture alkaline. The mixture was extracted three times with ethyl acetate. The combined extracts were washed with water and dried over anh... Reactants: CC(=O)O, O=C(OCC(Cl)(Cl)Cl)N1C2CCC1C(OCc1ccc3ccccc3c1)C(c1ccc(Cl)cc1)C2, O, [Zn]. Product: Clc1ccc(C2CC3CCC(N3)C2OCc2ccc3ccccc3c2)cc1. As a reaction SMILES: [CH3:36][C:37](=[O:38])[OH:39].[Cl:1][c:2]1[cH:3][cH:4][c:5]([CH:8]2[CH:9]([O:24][CH2:25][c:26]3[cH:27][c:28]4[cH:29][cH:30][cH:31][cH:32][c:33]4[cH:34][cH:35]3)[CH:10]3[CH2:11][CH2:12][CH:13]([CH2:14]2)[N:15]3[C:16]([O:17][CH2:18][C:19]([Cl:20])([Cl:21])[Cl:22])=[O:23])[cH:6][cH:7]1.[OH2:40].[Zn:41]>>[Cl:1][c:2]1[cH:3][cH:4][c:5]([CH:8]2[CH:9]([O:24][CH2:25][c:26]3[cH:27][c:28]4[cH:29][cH:30][cH:31][cH:32][c:33]4[cH:34][cH:35]3)[CH:10]3[CH2:11][CH2:12][CH:13]([CH2:14]2)[NH:15]3)[cH:6][cH:7]1. Reactants: CCI, COC(=O)c1cncn1C1c2ccccc2C(=O)NC1(C)C, [H-], [Na+], CN(C)C=O. The product is CCN1C(=O)c2ccccc2C(n2cncc2C(=O)OC)C1(C)C. Reaction SMILES: [CH2:25]([CH3:26])[I:27].[CH3:1][O:2][C:3](=[O:4])[c:5]1[n:6]([CH:10]2[C:11]([CH3:21])([CH3:22])[NH:12][C:13](=[O:20])[c:14]3[cH:15][cH:16][cH:17][cH:18][c:19]32)[cH:7][n:8][cH:9]1.[H-:24].[Na+:23].[O:28]=[CH:29][N:30]([CH3:31])[CH3:32]>>[CH3:1][O:2][C:3](=[O:4])[c:5]1[n:6]([CH:10]2[C:11]([CH3:21])([CH3:22])[N:12]([CH2:25][CH3:26])[C:13](=[O:20])[c:14]3[cH:15][cH:16][cH:17][cH:18][c:19]32)[cH:7][n:8][cH:9]1. The reactants are BrC=1C(OC2=CC(=CC=C2C1C1=CC=C(C=C1)F)Cl)(C)C (3-bromo-7-chloro-4-(4-fluorophenyl)-2,2-dimethyl-2H-chromen). Run in C(CCC)[Sn](C=C)(CCCC)CCCC (tributyl(vinyl)tin). Yields the product ClC1=CC=C2C(=C(C(OC2=C1)(C)C)C(=C)OCC)C1=CC=C(C=C1)F (7-chloro-3-(1-ethoxyvinyl)-4-(4-fluorophenyl)-2,2-dimethyl-2H-chromen). RXN SMILES: Br[C:2]1[C:3]([CH3:21])([CH3:20])[O:4][C:5]2[C:10]([C:11]=1[C:12]1[CH:17]=[CH:16][C:15]([F:18])=[CH:14][CH:13]=1)=[CH:9][CH:8]=[C:7]([Cl:19])[CH:6]=2>C([Sn](CCCC)(CCCC)C=C)CCC>[Cl:19][C:7]1[CH:6]=[C:5]2[C:10]([C:11]([C:12]3[CH:17]=[CH:16][C:15]([F:18])=[CH:14][CH:13]=3)=[C:2]([C:3]([O:4][CH2:5][CH3:6])=[CH2:2])[C:3]([CH3:21])([CH3:20])[O:4]2)=[CH:9][CH:8]=1. Procedure details: A mixture of 3-bromo-7-chloro-4-(4-fluorophenyl)-2,2-dimethyl-2H-chromen (a compound obtained in Reference Example 8(1); 220 mg) and tributyl(vinyl)tin (405 μL) were treated in the same manner as Reference Example 11(1) to give the titled compound (144 mg) as a pale yellow powder. Starting materials: COC([C@H]1N(CCCC1)C(=O)OC(C)(C)C)=O ((S)-N-(t-butoxycarbonyl)-pipecolinic acid methyl ester), [H-].C(C(C)C)[Al+]CC(C)C (diisobutylaluminum hydride), C1(=CC=CC=C1)P(C1=CC=CC=C1)(C1=CC=CC=C1)=CC(=O)OC (methyl (triphenylphosphoranylidene)acetate), [H-].C(C(C)C)[Al+]CC(C)C (diisobutylaluminum hydride). Solvent: C(Cl)Cl (methylene chloride). Conditions: time 30 minute. Product: C(C)(C)(C)OC(=O)N1[C@@H](CCCC1)C=CC(=O)OC ((S)-2-(2-Methoxycarbonylvinyl)-piperidine-1-carboxylic acid t-butyl ester). The yield is 64.6%. As a reaction SMILES: CO[C:3](=O)[C@@H:4]1[CH2:9][CH2:8][CH2:7][CH2:6][N:5]1[C:10]([O:12][C:13]([CH3:16])([CH3:15])[CH3:14])=[O:11].[H-].C([Al+]CC(C)C)C(C)C.C1(P(=[CH:47][C:48]([O:50][CH3:51])=[O:49])(C2C=CC=CC=2)C2C=CC=CC=2)C=CC=CC=1>C(Cl)Cl>[C:13]([O:12][C:10]([N:5]1[CH2:6][CH2:7][CH2:8][CH2:9][C@H:4]1[CH:3]=[CH:47][C:48]([O:50][CH3:51])=[O:49])=[O:11])([CH3:14])([CH3:15])[CH3:16] |f:1.2|. Procedure: A stirred solution of (S)-N-(t-butoxycarbonyl)-pipecolinic acid methyl ester (2.04 g, 8.39 mmol) in methylene chloride (75 mL) at −78° C. under nitrogen was treated with diisobutylaluminum hydride (1.0 M in toluene, 14.2mL, 14.2 mmol). After 1.25 h a second aliquot of diisobutylaluminum hydride (2.00 mL, 2.00 mmol) was added. The mixture was stirred for an additional 30 min. and then quenched by the addition of a 20% aqueous Rochelle's salt solution (100 mL) followed by vigorous stirring for 1 h... Conditions: time 15 minute. Product: ClC=1C=C(C(=O)OCN2C(=NOC2=O)C2=NC=CC(=C2)C(F)(F)F)C=C(C1)Cl ([3-(4-trifluoromethylpyridin-2-yl)-1,2,4-oxadiazol-5-on-4-yl]methyl 3,5-dichlorobenzoate). Reactants: [H-].[Na+] (sodium hydride), [Cl-].[NH4+] (ammonium chloride), FC(C1=CC(=NC=C1)C=1NOC(N1)=O)(F)F (3-(4-trifluoromethylpyridin-2-yl)-1,2,4-oxadiazol-5-one), ClC=1C=C(C(=O)OCCl)C=C(C1)Cl (chloromethyl 3,5-dichlorobenzoate). Procedure details: Into 2 ml of N,N-dimethylformamide was suspended 0.07 g of sodium hydride (60% oily), and 0.3 g of 3-(4-trifluoromethylpyridin-2-yl)-1,2,4-oxadiazol-5-one was added at room temperature. After stirring for 15 minutes, 0.37 g of chloromethyl 3,5-dichlorobenzoate was added, and the mixture was stirred at 70° C. for 4 hours. The reaction solution was allowed to cool to room temperature, and poured into an aqueous saturated ammonium chloride solution, followed by extraction with ethyl acetate three t... The solvent is CN(C=O)C (N,N-dimethylformamide). As a reaction SMILES: [H-].[Na+].[F:3][C:4]([F:18])([F:17])[C:5]1[CH:10]=[CH:9][N:8]=[C:7]([C:11]2[NH:12][O:13][C:14](=[O:16])[N:15]=2)[CH:6]=1.[Cl:19][C:20]1[CH:21]=[C:22]([CH:28]=[C:29]([Cl:31])[CH:30]=1)[C:23]([O:25][CH2:26]Cl)=[O:24].[Cl-].[NH4+]>CN(C)C=O>[Cl:19][C:20]1[CH:21]=[C:22]([CH:28]=[C:29]([Cl:31])[CH:30]=1)[C:23]([O:25][CH2:26][N:15]1[C:14](=[O:16])[O:13][N:12]=[C:11]1[C:7]1[CH:6]=[C:5]([C:4]([F:3])([F:17])[F:18])[CH:10]=[CH:9][N:8]=1)=[O:24] |f:0.1,4.5|. Isolated yield 55.0%. Starting materials: ClC1=CC=C(C=C1)C([C@H](CCC)C1=CC=C(C(=O)NCCC(=O)OCC)C=C1)C1=CC2=CC=C(C=C2C=C1)OC (ethyl N-(4-{(1S)-1-[(4-chlorophenyl)(6-methoxy-2-naphthyl)methyl]butyl}benzoyl)-β-alaninate), [Li+].[OH-] (LiOH), Cl (HCl). The solvent is C(Cl)Cl (DCM), C(C)O (ethanol). Conditions: time 1 hour. Yields the product ClC1=CC=C(C=C1)C([C@H](CCC)C1=CC=C(C(=O)NCCC(=O)O)C=C1)C1=CC2=CC=C(C=C2C=C1)OC (N-(4-{(1S)-1-[(4-chlorophenyl)(6-methoxy-2-naphthyl)methyl]butyl}benzoyl)-β-alanine). RXN SMILES: [Cl:1][C:2]1[CH:7]=[CH:6][C:5]([CH:8]([C:29]2[CH:38]=[CH:37][C:36]3[C:31](=[CH:32][CH:33]=[C:34]([O:39][CH3:40])[CH:35]=3)[CH:30]=2)[C@@H:9]([C:13]2[CH:28]=[CH:27][C:16]([C:17]([NH:19][CH2:20][CH2:21][C:22]([O:24]CC)=[O:23])=[O:18])=[CH:15][CH:14]=2)[CH2:10][CH2:11][CH3:12])=[CH:4][CH:3]=1.[Li+].[OH-].Cl>C(O)C.C(Cl)Cl>[Cl:1][C:2]1[CH:7]=[CH:6][C:5]([CH:8]([C:29]2[CH:38]=[CH:37][C:36]3[C:31](=[CH:32][CH:33]=[C:34]([O:39][CH3:40])[CH:35]=3)[CH:30]=2)[C@@H:9]([C:13]2[CH:14]=[CH:15][C:16]([C:17]([NH:19][CH2:20][CH2:21][C:22]([OH:24])=[O:23])=[O:18])=[CH:27][CH:28]=2)[CH2:10][CH2:11][CH3:12])=[CH:4][CH:3]=1 |f:1.2|. Reported procedure: To a solution of ethyl N-(4-{(1S)-1-[(4-chlorophenyl)(6-methoxy-2-naphthyl)methyl]butyl}benzoyl)-β-alaninate (4.0 mg, 0.0072 mmol) in ethanol (1 mL) was added LiOH (2.0 N in water, 0.1 mL, 0.2 mmol), then the mixture was stirred for one hour The mixture was diluted with DCM, then acidified with 2.0 N HCl (aq). The layers were separated, then the organic layer was dried over MgSO4, filtered, then concentrated. The residue was purified by silica gel chromatography eluting with 10% MeOH/DCM to obta... Reactants: N1(CCOCC1)C=1C2=C(N=C(N1)[Sn](CCCC)(CCCC)CCCC)C=C(S2)CN2CCN(CC2)C(C(=O)N)(C)C (2-[4-(4-morpholin-4-yl-2-(tributylstannanyl)thieno[3,2-d]pyrimidin-6-ylmethyl)piperazin-1-yl]isobutyramide), BrC1=CC=CC=2N1C=NN2 (5-bromo-[1,2,4]triazolo[4,3-a]pyridine), bis[di-tert-butyl(4-dimethylaminophenyl)phosphine]dichloropalladium (II). The reagents and catalysts are [Cu]I (copper(I) iodide). Solvent: O1CCOCC1 (dioxane). Conditions: temperature 150 celsius. The product is N=1N=CN2C1C=CC=C2C=2N=C(C1=C(N2)C=C(S1)CN1CCN(CC1)C(C(=O)N)(C)C)N1CCOCC1 (2-(4-((2-([1,2,4]triazolo[4,3-a]pyridin-5-yl)-4-morpholinothieno[3,2-d]pyrimidin-6-yl)methyl)piperazin-1-yl)-2-methylpropanamide). The yield is 12.2%. RXN SMILES: [N:1]1([C:7]2[C:8]3[S:28][C:27]([CH2:29][N:30]4[CH2:35][CH2:34][N:33]([C:36]([CH3:41])([CH3:40])[C:37]([NH2:39])=[O:38])[CH2:32][CH2:31]4)=[CH:26][C:9]=3[N:10]=[C:11]([Sn](CCCC)(CCCC)CCCC)[N:12]=2)[CH2:6][CH2:5][O:4][CH2:3][CH2:2]1.Br[C:43]1[N:48]2[CH:49]=[N:50][N:51]=[C:47]2[CH:46]=[CH:45][CH:44]=1>O1CCOCC1.[Cu]I>[N:51]1[N:50]=[CH:49][N:48]2[C:43]([C:11]3[N:12]=[C:7]([N:1]4[CH2:6][CH2:5][O:4][CH2:3][CH2:2]4)[C:8]4[S:28][C:27]([CH2:29][N:30]5[CH2:31][CH2:32][N:33]([C:36]([CH3:40])([CH3:41])[C:37]([NH2:39])=[O:38])[CH2:34][CH2:35]5)=[CH:26][C:9]=4[N:10]=3)=[CH:44][CH:45]=[CH:46][C:47]=12. Procedure: A mixture of 2-[4-(4-morpholin-4-yl-2-(tributylstannanyl)thieno[3,2-d]pyrimidin-6-ylmethyl)piperazin-1-yl]isobutyramide (150 mg, 0.22 mmol), 5-bromo-[1,2,4]triazolo[4,3-a]pyridine (51 mg, 0.26 mmol), bis[di-tert-butyl(4-dimethylaminophenyl)phosphine]dichloropalladium (II) (15 mg, 0.02 mmol) and copper(I) iodide (41 mg, 0.22 mmol) in dioxane (2.5 mL) was purged with argon gas then heated at 150° C., for 20 min, in a microwave reactor. The reaction mixture was loaded onto an Isolute® SCX-2 cartrid...